This data is from the Open Reaction Database (ORD), a public repository of structured organic reaction records. The task is: describe an organic reaction: reactants, conditions, products, and yield The product is CC1=C(C(C2=C(N1)COC2=O)C2=CC=CC=1OC(C(OC12)F)(F)F)C(=O)OCC (Ethyl 2-methyl-5-oxo-4-(2,2,3-trifluoro-1,4-benzodioxan-5-yl)-1,4,5,7-tetrahydrofuro[3,4-b]pyridine-3-carboxylate). Starting materials: C(C)(=O)OCC=1NC(=C(C(C1C(=O)OCC)C1=CC=CC=2OC(C(OC21)F)(F)F)C(=O)OCC)C (diethyl 2-acetoxymethyl-1,4-dihydro-6-methyl-4-(2,2,3-trifluoro-1,4-benzodioxan-5-yl)-pyridine-3,5-dicarboxylate), Cl (hydrochloric acid). Reaction SMILES: C([O:4][CH2:5][C:6]1[NH:7][C:8]([CH3:35])=[C:9]([C:30]([O:32][CH2:33][CH3:34])=[O:31])[CH:10]([C:17]2[C:26]3[O:25][CH:24]([F:27])[C:23]([F:29])([F:28])[O:22][C:21]=3[CH:20]=[CH:19][CH:18]=2)[C:11]=1[C:12]([O:14]CC)=O)(=O)C.Cl>>[CH3:35][C:8]1[NH:7][C:6]2[CH2:5][O:4][C:12](=[O:14])[C:11]=2[CH:10]([C:17]2[C:26]3[O:25][CH:24]([F:27])[C:23]([F:28])([F:29])[O:22][C:21]=3[CH:20]=[CH:19][CH:18]=2)[C:9]=1[C:30]([O:32][CH2:33][CH3:34])=[O:31]. Procedure: 10 mmol of diethyl 2-acetoxymethyl-1,4-dihydro-6-methyl-4-(2,2,3-trifluoro-1,4-benzodioxan-5-yl)-pyridine-3,5-dicarboxylate are heated in 25 mmol of ethanolic hydrochloric acid for 0.5 hour. The solvent is evaporated off and the residue is crystallized in a little ethanol with the addition of petroleum ether. Reaction conditions: time 45 minute. Yields the product C(#N)C(C)C=1C=CC(=C(CN[C@@H]2[C@@H](NCCC2)C2=CC=CC=C2)C1)OC ((2S,3S)-3-(5-(1-cyanoethyl)-2-methoxybenzyl)amino-2-phenylpiperidine). Run in CCOC(=O)C (AcOEt). Starting materials: C(C)(C)(C)OC(=O)N1[C@H]([C@H](CCC1)NCC1=C(C=CC(=C1)C(C)C#N)OC)C1=CC=CC=C1 ((2S,3S)-1-tert-Butoxycarbonyl-3-(5-(1-cyanoethyl)-2-methoxybenzyl)amino-2-phenylpiperidine), Cl (HCl). RXN SMILES: C(OC([N:8]1[CH2:13][CH2:12][CH2:11][C@H:10]([NH:14][CH2:15][C:16]2[CH:21]=[C:20]([CH:22]([C:24]#[N:25])[CH3:23])[CH:19]=[CH:18][C:17]=2[O:26][CH3:27])[C@@H:9]1[C:28]1[CH:33]=[CH:32][CH:31]=[CH:30][CH:29]=1)=O)(C)(C)C.Cl>CCOC(C)=O>[C:24]([CH:22]([C:20]1[CH:19]=[CH:18][C:17]([O:26][CH3:27])=[C:16]([CH:21]=1)[CH2:15][NH:14][C@H:10]1[CH2:11][CH2:12][CH2:13][NH:8][C@H:9]1[C:28]1[CH:29]=[CH:30][CH:31]=[CH:32][CH:33]=1)[CH3:23])#[N:25]. Procedure details: To a solution of Compound 18 (280 mg) in AcOEt (6 ml) was added conc. HCl (1 ml). The mixture was stirred at room temperature for 45 minutes. The mixture was extracted with CH2Cl2. The combined extracts were dried (Na2SO4), and concentrated in vacuo to give Compound 19 as a yellow oil.